describe an organic reaction: reactants, conditions, products, and yield From a dataset of the Open Reaction Database (ORD), a public repository of structured organic reaction records. The product is O=C(O)c1sccc1O. The reactants are CO, [Li+], C1CCOC1, [OH-], O, COC(=O)c1sccc1O. RXN SMILES: [CH3:18][OH:19].[Li+:11].[O:13]1[CH2:14][CH2:15][CH2:16][CH2:17]1.[OH-:12].[OH2:20].[OH:1][c:2]1[c:3]([C:7](=[O:8])[O:9][CH3:10])[s:4][cH:5][cH:6]1>>[OH:1][c:2]1[c:3]([C:7](=[O:8])[OH:9])[s:4][cH:5][cH:6]1. Starting materials: CC(C)=O, CS(=O)(=O)OCCC(c1ccccc1)c1ccccc1, [I-], [Na+]. Product: ICCC(c1ccccc1)c1ccccc1. Reaction SMILES: [CH3:23][C:24](=[O:25])[CH3:26].[CH3:3][S:4]([O:5][CH2:8][CH2:9][CH:10]([c:11]1[cH:12][cH:13][cH:14][cH:15][cH:16]1)[c:17]1[cH:18][cH:19][cH:20][cH:21][cH:22]1)(=[O:6])=[O:7].[I-:2].[Na+:1]>>[I:2][CH2:8][CH2:9][CH:10]([c:11]1[cH:12][cH:13][cH:14][cH:15][cH:16]1)[c:17]1[cH:18][cH:19][cH:20][cH:21][cH:22]1.